This data is from the Open Reaction Database (ORD), a public repository of structured organic reaction records. The task is: describe an organic reaction: reactants, conditions, products, and yield The reactants are ClC1=C(C=CC2=CC=CC=C12)CCCN (3-(1-chloronaphthalen-2-yl)propan-1-amine), ClC1=CC=C(O1)C=O (5-chlorofuran-2-carbaldehyde). Yields the product ClC1=CC=C(O1)CNCCCC1=C(C2=CC=CC=C2C=C1)Cl (N-[(5-chlorofuran-2-yl)methyl]-3-(1-chloronaphthalen-2-yl)propan-1-amine). Yield: 85.0%. As a reaction SMILES: [Cl:1][C:2]1[C:11]2[C:6](=[CH:7][CH:8]=[CH:9][CH:10]=2)[CH:5]=[CH:4][C:3]=1[CH2:12][CH2:13][CH2:14][NH2:15].[Cl:16][C:17]1[O:21][C:20]([CH:22]=O)=[CH:19][CH:18]=1>>[Cl:16][C:17]1[O:21][C:20]([CH2:22][NH:15][CH2:14][CH2:13][CH2:12][C:3]2[CH:4]=[CH:5][C:6]3[C:11](=[CH:10][CH:9]=[CH:8][CH:7]=3)[C:2]=2[Cl:1])=[CH:19][CH:18]=1. Reported procedure: Prepared from 3-(1-chloronaphthalen-2-yl)propan-1-amine and 5-chlorofuran-2-carbaldehyde in 85% yield as a yellow oil. Reactants: COC=1C=C(CC2N(CCC3=CC(=C(C=C23)O)OC)CC(=O)NC2CCC3=CC=CC=C23)C=CC1OC (2-[1-(3,4-dimethoxy-benzyl)-7-hydroxy-6-methoxy-3,4-dihydro-1H-isoquinolin-2-yl]-N-(indan-1-yl)-acetamide), ClC1=NC=CN=C1 (2-chloro-pyrazine). The product is COC=1C=C(CC2N(CCC3=CC(=C(C=C23)OC2=NC=CN=C2)OC)CC(=O)NC2CCC3=CC=CC=C23)C=CC1OC (2-[1-(3,4-dimethoxy-benzyl)-6-methoxy-7-(pyrazin-2-yloxy)-3,4-dihydro-1H-isoquinolin-2-yl]-N-(indan-1-yl)-acetamide). As a reaction SMILES: [CH3:1][O:2][C:3]1[CH:4]=[C:5]([CH:33]=[CH:34][C:35]=1[O:36][CH3:37])[CH2:6][CH:7]1[C:16]2[C:11](=[CH:12][C:13]([O:18][CH3:19])=[C:14]([OH:17])[CH:15]=2)[CH2:10][CH2:9][N:8]1[CH2:20][C:21]([NH:23][CH:24]1[C:32]2[C:27](=[CH:28][CH:29]=[CH:30][CH:31]=2)[CH2:26][CH2:25]1)=[O:22].Cl[C:39]1[CH:44]=[N:43][CH:42]=[CH:41][N:40]=1>>[CH3:1][O:2][C:3]1[CH:4]=[C:5]([CH:33]=[CH:34][C:35]=1[O:36][CH3:37])[CH2:6][CH:7]1[C:16]2[C:11](=[CH:12][C:13]([O:18][CH3:19])=[C:14]([O:17][C:39]3[CH:44]=[N:43][CH:42]=[CH:41][N:40]=3)[CH:15]=2)[CH2:10][CH2:9][N:8]1[CH2:20][C:21]([NH:23][CH:24]1[C:32]2[C:27](=[CH:28][CH:29]=[CH:30][CH:31]=2)[CH2:26][CH2:25]1)=[O:22]. Procedure: prepared by reaction of 2-[1-(3,4-dimethoxy-benzyl)-7-hydroxy-6-methoxy-3,4-dihydro-1H-isoquinolin-2-yl]-N-(indan-1-yl)-acetamide with 2-chloro-pyrazine Starting materials: C(C1=CC=CC=C1)(C1=CC=CC=C1)N1CCNCC1 (1-benzhydrylpiperazine), O=C1N(CCCC1(C1=CC=CC=C1)C1=CC=CC=C1)CC(=O)O (2-(2-oxo-3,3-diphenylpiperidin-1-yl)acetic acid), Cl.C(C)N=C=NCCCN(C)C (N1-((ethylimino)methylene)-N3,N3-dimethylpropane-1,3-diamine hydrochloride). The reagents and catalysts are CN(C1=CC=NC=C1)C (N,N-dimethylpyridin-4-amine). The solvent is ClCCl (dichloromethane). Run at time 8 hour. Yields the product C(C1=CC=CC=C1)(C1=CC=CC=C1)N1CCN(CC1)C(CN1C(C(CCC1)(C1=CC=CC=C1)C1=CC=CC=C1)=O)=O (1-[2-(4-benzhydrylpiperazin-1-yl)-2-oxoethyl]-3,3-diphenylpiperidin-2-one). RXN SMILES: [CH:1]([N:14]1[CH2:19][CH2:18][NH:17][CH2:16][CH2:15]1)([C:8]1[CH:13]=[CH:12][CH:11]=[CH:10][CH:9]=1)[C:2]1[CH:7]=[CH:6][CH:5]=[CH:4][CH:3]=1.[O:20]=[C:21]1[C:26]([C:33]2[CH:38]=[CH:37][CH:36]=[CH:35][CH:34]=2)([C:27]2[CH:32]=[CH:31][CH:30]=[CH:29][CH:28]=2)[CH2:25][CH2:24][CH2:23][N:22]1[CH2:39][C:40](O)=[O:41].Cl.C(N=C=NCCCN(C)C)C>ClCCl.CN(C)C1C=CN=CC=1>[CH:1]([N:14]1[CH2:19][CH2:18][N:17]([C:40](=[O:41])[CH2:39][N:22]2[CH2:23][CH2:24][CH2:25][C:26]([C:33]3[CH:38]=[CH:37][CH:36]=[CH:35][CH:34]=3)([C:27]3[CH:32]=[CH:31][CH:30]=[CH:29][CH:28]=3)[C:21]2=[O:20])[CH2:16][CH2:15]1)([C:8]1[CH:13]=[CH:12][CH:11]=[CH:10][CH:9]=1)[C:2]1[CH:7]=[CH:6][CH:5]=[CH:4][CH:3]=1 |f:2.3|. Reported procedure: To a solution of 1-benzhydrylpiperazine (1.63 g, 6.46 mmol) in dichloromethane (75 mL) under nitrogen was added the product of Example 68E (2.00 g, 6.46 mmol) followed by N1-((ethylimino)methylene)-N3,N3-dimethylpropane-1,3-diamine hydrochloride (2.48 g, 12.93 mmol) and N,N-dimethylpyridin-4-amine (0.079 g, 0.65 mmol). The reaction mixture was stirred overnight at room temperature. The reaction was concentrated and the residue was partitioned in ethyl acetate/water (8:2, 400 mL). The organic lay...